Dataset: the Open Reaction Database (ORD), a public repository of structured organic reaction records. Task: describe an organic reaction: reactants, conditions, products, and yield The reactants are C1(CCCCC1)C(CN1C=2N(C(=C(C1=O)CC1=CC=C(C=C1)C1=C(C=CC=C1)C1=NOC(N1)=O)CCC)N=C(N2)C)=O (4-(2-cyclohexyl-2-oxoethyl)-2-methyl-6-{[2′-(5-oxo-4,5-dihydro-1,2,4-oxadiazol-3-yl)biphenyl-4-yl]methyl}-7-propyl[1,2,4]triazolo[1,5-a]pyrimidin-5(4H)-one), Cl.NOC ((aminooxy)methane hydrochloride), N1=CC=CC=C1 (pyridine), Cl (hydrochloric acid). Run in O (water), C(C)(=O)OCC (Ethyl acetate). Conditions: temperature 110 celsius, time 16 hour. Product: C1(CCCCC1)/C(/CN1C=2N(C(=C(C1=O)CC1=CC=C(C=C1)C1=C(C=CC=C1)C1=NOC(N1)=O)CCC)N=C(N2)C)=N/OC (4-[(2Z)-2-cyclohexyl-2-(methoxyimino)ethyl]-2-methyl-6-{[2′-(5-oxo-4,5-dihydro-1,2,4-oxadiazol-3-yl)biphenyl-4-yl]methyl}-7-propyl[1,2,4]triazolo[1,5-a]pyrimidin-5(4H)-one). The yield is 25.5%. Reaction SMILES: [CH:1]1([C:7](=O)[CH2:8][N:9]2[C:14](=[O:15])[C:13]([CH2:16][C:17]3[CH:22]=[CH:21][C:20]([C:23]4[CH:28]=[CH:27][CH:26]=[CH:25][C:24]=4[C:29]4[NH:33][C:32](=[O:34])[O:31][N:30]=4)=[CH:19][CH:18]=3)=[C:12]([CH2:35][CH2:36][CH3:37])[N:11]3[N:38]=[C:39]([CH3:41])[N:40]=[C:10]23)[CH2:6][CH2:5][CH2:4][CH2:3][CH2:2]1.Cl.[NH2:44][O:45][CH3:46].N1C=CC=CC=1.Cl>O.C(OCC)(=O)C>[CH:1]1(/[C:7](=[N:44]/[O:45][CH3:46])/[CH2:8][N:9]2[C:14](=[O:15])[C:13]([CH2:16][C:17]3[CH:18]=[CH:19][C:20]([C:23]4[CH:28]=[CH:27][CH:26]=[CH:25][C:24]=4[C:29]4[NH:33][C:32](=[O:34])[O:31][N:30]=4)=[CH:21][CH:22]=3)=[C:12]([CH2:35][CH2:36][CH3:37])[N:11]3[N:38]=[C:39]([CH3:41])[N:40]=[C:10]23)[CH2:6][CH2:5][CH2:4][CH2:3][CH2:2]1 |f:1.2|. Procedure: A mixture of 4-(2-cyclohexyl-2-oxoethyl)-2-methyl-6-{[2′-(5-oxo-4,5-dihydro-1,2,4-oxadiazol-3-yl)biphenyl-4-yl]methyl}-7-propyl[1,2,4]triazolo[1,5-a]pyrimidin-5(4H)-one (0.25 g), (aminooxy)methane hydrochloride (0.74 g) and pyridine (10 mL) was stirred at 110° C. for 16 hr. Ethyl acetate and water were added to the reaction mixture, and the mixture was adjusted to pH 4 with 1 N hydrochloric acid. The ethyl acetate layer was washed with saturated brine, and dried over anhydrous magnesium sulfate....